Dataset: the Open Reaction Database (ORD), a public repository of structured organic reaction records. Task: describe an organic reaction: reactants, conditions, products, and yield Starting materials: BrC1=C(SC=C1)C(=O)N(C(OC(C)(C)C)=O)C1=CC=C(C=C1)O[Si](C)(C)C(C)(C)C (tert-butyl 3-bromothiophene-2-carbonyl[4-(tert-butyldimethylsilyloxy)phenyl]carbamate). The reagents and catalysts are CC(C)([P](C(C)(C)C)([Pd][P](C(C)(C)C)(C(C)(C)C)C(C)(C)C)C(C)(C)C)C (bis(tri-tert-butylphosphine)palladium). The product is [Si](C)(C)(C(C)(C)C)OC1=CC=2C3=C(C(NC2C=C1)=O)SC=C3 (8-(tert-Butyldimethylsilyloxy)thieno[2,3-c]quinolin-4(5H)-one). Yield: 111.6%. As a reaction SMILES: Br[C:2]1[CH:6]=[CH:5][S:4][C:3]=1[C:7]([N:9]([C:17]1[CH:22]=[CH:21][C:20]([O:23][Si:24]([C:27]([CH3:30])([CH3:29])[CH3:28])([CH3:26])[CH3:25])=[CH:19][CH:18]=1)C(=O)OC(C)(C)C)=[O:8]>CC(C)([P](C(C)(C)C)([Pd][P](C(C)(C)C)(C(C)(C)C)C(C)(C)C)C(C)(C)C)C>[Si:24]([O:23][C:20]1[CH:19]=[CH:18][C:17]2[NH:9][C:7](=[O:8])[C:3]3[S:4][CH:5]=[CH:6][C:2]=3[C:22]=2[CH:21]=1)([C:27]([CH3:29])([CH3:30])[CH3:28])([CH3:26])[CH3:25] |^1:33,39|. Reported procedure: Following Step 3 from General Procedure A, tert-butyl 3-bromothiophene-2-carbonyl[4-(tert-butyldimethylsilyloxy)phenyl]carbamate (1.0 g, 2.0 mmol) was reacted with bis(tri-tert-butylphosphine)palladium (50 mg, 0.098 mmol) to afford the desired product (740 mg, quant.) as a solid: ESI MS m/z 332 [C17H21NO2SSi+H]+. The reactants are NC1=C(C(=O)O)C=CC=C1N (2,3-diaminobenzoic acid), FC(C1=C(C=O)C=CC=C1)(F)F (2-(trifluoromethyl)benzaldehyde), S(=O)(=O)([O-])S(=O)[O-].[Na+].[Na+] (sodium metabisulfite). Run in CN(C)C=O (DMF), O (H2O). Conditions: temperature 100 celsius, time 17 hour. The product is FC(C1=C(C=CC=C1)C1=NC2=C(N1)C=CC=C2C(=O)O)(F)F (2-(2-(trifluoromethyl)phenyl)-1H-benzo[d]imidazole-4-carboxylic acid). Isolated yield 74.2%. RXN SMILES: [NH2:1][C:2]1[C:10]([NH2:11])=[CH:9][CH:8]=[CH:7][C:3]=1[C:4]([OH:6])=[O:5].[F:12][C:13]([F:23])([F:22])[C:14]1[CH:21]=[CH:20][CH:19]=[CH:18][C:15]=1[CH:16]=O.S(S([O-])=O)([O-])(=O)=O.[Na+].[Na+]>CN(C=O)C.O>[F:12][C:13]([F:22])([F:23])[C:14]1[CH:21]=[CH:20][CH:19]=[CH:18][C:15]=1[C:16]1[NH:11][C:10]2[CH:9]=[CH:8][CH:7]=[C:3]([C:4]([OH:6])=[O:5])[C:2]=2[N:1]=1 |f:2.3.4|. Procedure details: 2,3-diaminobenzoic acid (1; 50 mg, 0.33 mmol), 2-(trifluoromethyl)benzaldehyde (2; 57 mg, 0.33 mmol), and sodium metabisulfite (Na2S2O5, 82 mg, 0.43 mmol) were taken up in DMF (5 mL) and stirred at 100° C. for 17 h. The reaction mixture was cooled to room temperature and diluted with H2O. The resulting mixture was stirred at room temperature for 1 h and filtered. The collected solids were washed with water and dried to afford 2-(2-(trifluoromethyl)phenyl)-1H-benzo[d]imidazole-4-carboxylic acid 3... Product: O=c1[nH]cc(-c2c[nH]c3ccccc23)n1-c1c[nH]c2ccccc12. Starting materials: CC(=O)O, Cn1cc(-c2c[nH]c(=O)n2-c2c[nH]c3ccccc23)c2ccccc21. As a reaction SMILES: [CH3:26][C:27](=[O:28])[OH:29].[nH:1]1[cH:2][c:3](-[n:10]2[c:11](=[O:25])[nH:12][cH:13][c:14]2-[c:15]2[cH:16][n:17]([CH3:24])[c:18]3[cH:19][cH:20][cH:21][cH:22][c:23]23)[c:4]2[cH:5][cH:6][cH:7][cH:8][c:9]12>>[nH:1]1[cH:2][c:3](-[n:10]2[c:11](=[O:25])[nH:12][cH:13][c:14]2-[c:15]2[cH:16][nH:17][c:18]3[cH:19][cH:20][cH:21][cH:22][c:23]23)[c:4]2[cH:5][cH:6][cH:7][cH:8][c:9]12. Starting materials: C(C)OC(CC1C2=C(B(O1)O)C=C(C=C2OCC2=CC=CC=C2)OC2OCCCC2)=O ([4-benzyloxy-1-hydroxy-6-(tetrahydro-pyran-2-yloxy)-1,3-dihydro-benzo[c][1,2]oxaborol-3-yl]-acetic acid ethyl ester), Cl (HCl). Solvent: C(C)(=O)OCC (ethyl acetate), C1CCOC1 (THF). Yields the product C(C)OC(CC1C2=C(B(O1)O)C=C(C=C2OCC2=CC=CC=C2)O)=O ((4-Benzyloxy-1,6-dihydroxy-1,3-dihydro-benzo[c][1,2]oxaborol-3-yl)-acetic acid ethyl ester). The yield is 88.3%. Reaction SMILES: [CH2:1]([O:3][C:4](=[O:31])[CH2:5][CH:6]1[O:10][B:9]([OH:11])[C:8]2[CH:12]=[C:13]([O:24]C3CCCCO3)[CH:14]=[C:15]([O:16][CH2:17][C:18]3[CH:23]=[CH:22][CH:21]=[CH:20][CH:19]=3)[C:7]1=2)[CH3:2].Cl>C1COCC1.C(OCC)(=O)C>[CH2:1]([O:3][C:4](=[O:31])[CH2:5][CH:6]1[O:10][B:9]([OH:11])[C:8]2[CH:12]=[C:13]([OH:24])[CH:14]=[C:15]([O:16][CH2:17][C:18]3[CH:23]=[CH:22][CH:21]=[CH:20][CH:19]=3)[C:7]1=2)[CH3:2]. Reported procedure: A solution of [4-benzyloxy-1-hydroxy-6-(tetrahydro-pyran-2-yloxy)-1,3-dihydro-benzo[c][1,2]oxaborol-3-yl]-acetic acid ethyl ester (1.00 g, 2.35 mmol) in THF (10 mL) was treated with 6N HCl (0.3 mL) at 0° C. for 2 h. The mixture was diluted with ethyl acetate and washed with brine. The organic phase was separated, dried (Na2SO4), and concentrated. The residue was purified by the flash column chromatography (silica, hexanes/ethyl acetate=2:3) to afford the title compound (710 mg, 89%). 1H NMR (300... Starting materials: ClC=1C=C(C=CC1)[C@@H]([C@H]1CN(CCC1)C(=O)N[C@H](CN(C(OCC[Si](C)(C)C)=O)C)CC1CCCCC1)OCCO (2-(trimethylsilyl)ethyl (S)-2-((R)-3-((R)-(3-chlorophenyl)(2-hydroxyethoxy)methyl)piperidine-1-carboxamido)-3-cyclohexylpropyl(methyl)carbamate), CCN(C(C)C)C(C)C (DIEA), ClC(=O)OC1=CC=C(C=C1)[N+](=O)[O-] (4-nitrophenyl chloroformate). Reagents/catalysts: CN(C)C=1C=CN=CC1 (DMAP). Solvent: C(Cl)Cl (CH2Cl2). Run at time 24 hour. Yields the product ClC=1C=C(C=CC1)[C@@H]([C@H]1CN(CCC1)C(=O)N[C@H](CN(C(OCC[Si](C)(C)C)=O)C)CC1CCCCC1)OCCOC(=O)OC1=CC=C(C=C1)[N+](=O)[O-] (2-(trimethylsilyl)ethyl (S)-2-((R)-3-((R)-(3-chlorophenyl)(2-((4-nitrophenoxy)carbonyloxy)ethoxy)methyl)piperidine-1-carboxamido)-3-cyclohexylpropyl(methyl)carbamate). Reaction SMILES: [Cl:1][C:2]1[CH:3]=[C:4]([C@H:8]([O:38][CH2:39][CH2:40][OH:41])[C@@H:9]2[CH2:14][CH2:13][CH2:12][N:11]([C:15]([NH:17][C@@H:18]([CH2:31][CH:32]3[CH2:37][CH2:36][CH2:35][CH2:34][CH2:33]3)[CH2:19][N:20]([CH3:30])[C:21](=[O:29])[O:22][CH2:23][CH2:24][Si:25]([CH3:28])([CH3:27])[CH3:26])=[O:16])[CH2:10]2)[CH:5]=[CH:6][CH:7]=1.CCN(C(C)C)C(C)C.Cl[C:52]([O:54][C:55]1[CH:60]=[CH:59][C:58]([N+:61]([O-:63])=[O:62])=[CH:57][CH:56]=1)=[O:53]>CN(C1C=CN=CC=1)C.C(Cl)Cl>[Cl:1][C:2]1[CH:3]=[C:4]([C@H:8]([O:38][CH2:39][CH2:40][O:41][C:52]([O:54][C:55]2[CH:56]=[CH:57][C:58]([N+:61]([O-:63])=[O:62])=[CH:59][CH:60]=2)=[O:53])[C@@H:9]2[CH2:14][CH2:13][CH2:12][N:11]([C:15]([NH:17][C@@H:18]([CH2:31][CH:32]3[CH2:33][CH2:34][CH2:35][CH2:36][CH2:37]3)[CH2:19][N:20]([CH3:30])[C:21](=[O:29])[O:22][CH2:23][CH2:24][Si:25]([CH3:27])([CH3:28])[CH3:26])=[O:16])[CH2:10]2)[CH:5]=[CH:6][CH:7]=1. Procedure: A mixture of 2-(trimethylsilyl)ethyl (S)-2-((R)-3-((R)-(3-chlorophenyl)(2-hydroxyethoxy)methyl)piperidine-1-carboxamido)-3-cyclohexylpropyl(methyl)carbamate (0.1880 g, 0.3 mmol, 1.0 equiv), DMAP (0.150 g, 1.2 mmol, 4 equiv), DIEA (1 mL, 6 mmol, 20 equiv), and 4-nitrophenyl chloroformate (0.1346 g, 0.67 mmol, 2.2 equiv) in CH2Cl2 (6 mL) was stirred at rt for 24 h. The reaction mixture was directly used in the next step without further purification. LC-MS (3 min) tR=2.68 min, m/z 777, 775 (MH+). Reactants: CC(C)(C)OC(=O)NNC(=O)c1csc(SCC(=O)NCC2CN(Cc3ccc(Cl)c(Cl)c3)CCO2)n1, ClCCl, O=C(O)C(F)(F)F. Product: NNC(=O)c1csc(SCC(=O)NCC2CN(Cc3ccc(Cl)c(Cl)c3)CCO2)n1. RXN SMILES: [C:1]([O:2][C:3](=[O:4])[NH:8][NH:9][C:10](=[O:11])[c:12]1[n:13][c:14]([S:17][CH2:18][C:19](=[O:20])[NH:21][CH2:22][CH:23]2[O:24][CH2:25][CH2:26][N:27]([CH2:29][c:30]3[cH:31][c:32]([Cl:37])[c:33]([Cl:36])[cH:34][cH:35]3)[CH2:28]2)[s:15][cH:16]1)([CH3:5])([CH3:6])[CH3:7].[CH2:45]([Cl:46])[Cl:47].[OH:38][C:39]([C:40]([F:41])([F:42])[F:43])=[O:44]>>[NH2:8][NH:9][C:10](=[O:11])[c:12]1[n:13][c:14]([S:17][CH2:18][C:19](=[O:20])[NH:21][CH2:22][CH:23]2[O:24][CH2:25][CH2:26][N:27]([CH2:29][c:30]3[cH:31][c:32]([Cl:37])[c:33]([Cl:36])[cH:34][cH:35]3)[CH2:28]2)[s:15][cH:16]1. Starting materials: BrC(C)[Si](Cl)(Cl)Cl (alpha-bromoethyltrichlorosilane), COCCO (beta-methoxyethanol), Cl (HCl). Product: BrC(C)[Si](OCCOC)(OCCOC)OCCOC (alpha-bromoethyltris(beta-methoxyethoxy)silane). As a reaction SMILES: [Br:1][CH:2]([Si:4](Cl)(Cl)Cl)[CH3:3].[CH3:8][O:9][CH2:10][CH2:11][OH:12].Cl>>[Br:1][CH:2]([Si:4]([O:12][CH2:11][CH2:10][O:9][CH3:8])([O:12][CH2:11][CH2:10][O:9][CH3:8])[O:12][CH2:11][CH2:10][O:9][CH3:8])[CH3:3]. Procedure: One-quarter mole of alpha-bromoethyltrichlorosilane is dissolved in 200 ml. of dry hexane and sparged rapidly with nitrogen. 0.85 moles of the beta-methoxyethanol is added slowly and the resulting mixture is stirred until the HCl evolution ceases. Distillation of the residue yields alpha-bromoethyltris(beta-methoxyethoxy)silane. This produce (0.2 moles) is heated with 0.2 moles of the diacetate ester of dodecyldiethanolamine at 135° C. for 16 hours to yield the desired quaternary ammonium salt. Reactants: CC(=O)NC(N)=S, CCO, CC(=O)Nc1nc(CCc2ccc(CCl)cc2)cs1. Product: CC(=O)Nc1nc(CCc2ccc(CS)cc2)cs1. As a reaction SMILES: [C:20]([NH:21][C:22]([NH2:23])=[S:25])(=[O:24])[CH3:26].[CH3:27][CH2:28][OH:29].[Cl:1][CH2:2][c:3]1[cH:4][cH:5][c:6]([CH2:9][CH2:10][c:11]2[n:12][c:13]([NH:16][C:17]([CH3:18])=[O:19])[s:14][cH:15]2)[cH:7][cH:8]1>>[CH2:2]([c:3]1[cH:4][cH:5][c:6]([CH2:9][CH2:10][c:11]2[n:12][c:13]([NH:16][C:17]([CH3:18])=[O:19])[s:14][cH:15]2)[cH:7][cH:8]1)[SH:25]. Reactants: C(C1=CC=CC=C1)OC=1C=2N(C=CC1)C(=C(N2)C)C(=O)N[C@@H](CO)CC (8-(benzyloxy)-N-[(2R)-1-hydroxybutan-2-yl]-2-methylimidazo[1,2-a]pyridine-3-carboxamide). The reagents and catalysts are [Pd] (Pd/C). Product: OC=1C=2N(C=CC1)C(=C(N2)C)C(=O)N[C@@H](CO)CC (8-Hydroxy-N-[(2R)-1-hydroxybutan-2-yl]-2-methylimidazo[1,2-a]pyridine-3-carboxamide). As a reaction SMILES: C([O:8][C:9]1[C:10]2[N:11]([C:15]([C:19]([NH:21][C@H:22]([CH2:25][CH3:26])[CH2:23][OH:24])=[O:20])=[C:16]([CH3:18])[N:17]=2)[CH:12]=[CH:13][CH:14]=1)C1C=CC=CC=1>[Pd]>[OH:8][C:9]1[C:10]2[N:11]([C:15]([C:19]([NH:21][C@H:22]([CH2:25][CH3:26])[CH2:23][OH:24])=[O:20])=[C:16]([CH3:18])[N:17]=2)[CH:12]=[CH:13][CH:14]=1. Reported procedure: The preparation was carried out analogously to Example 46A by Pd/C-mediated hydrogenation starting with 3.5 g (about 9.72 mmol) of 8-(benzyloxy)-N-[(2R)-1-hydroxybutan-2-yl]-2-methylimidazo[1,2-a]pyridine-3-carboxamide. This gave 1.2 g (58% of theory) of the title compound. Reported procedure: In analogy to example 3.1, 6-(4-Bromo-butoxy)-3-(4-fluoro-phenyl)-benzo[b]thiophene and pyrrolidine were converted to yield 1-{4-[3-(4-Fluoro-phenyl)-benzo[b]thiophen-6-yloxy]-butyl}-pyrrolidine as white semisolid, MS: 370 (MH+). Product: FC1=CC=C(C=C1)C=1C2=C(SC1)C=C(C=C2)OCCCCN2CCCC2 (1-{4-[3-(4-Fluoro-phenyl)-benzo[b]thiophen-6-yloxy]-butyl}-pyrrolidine). Starting materials: BrCCCCOC=1C=CC2=C(SC=C2C2=CC=C(C=C2)F)C1 (6-(4-Bromo-butoxy)-3-(4-fluoro-phenyl)-benzo[b]thiophene), N1CCCC1 (pyrrolidine). Reaction SMILES: Br[CH2:2][CH2:3][CH2:4][CH2:5][O:6][C:7]1[CH:8]=[CH:9][C:10]2[C:14]([C:15]3[CH:20]=[CH:19][C:18]([F:21])=[CH:17][CH:16]=3)=[CH:13][S:12][C:11]=2[CH:22]=1.[NH:23]1[CH2:27][CH2:26][CH2:25][CH2:24]1>>[F:21][C:18]1[CH:19]=[CH:20][C:15]([C:14]2[C:10]3[CH:9]=[CH:8][C:7]([O:6][CH2:5][CH2:4][CH2:3][CH2:2][N:23]4[CH2:27][CH2:26][CH2:25][CH2:24]4)=[CH:22][C:11]=3[S:12][CH:13]=2)=[CH:16][CH:17]=1.